Dataset: the Open Reaction Database (ORD), a public repository of structured organic reaction records. Task: describe an organic reaction: reactants, conditions, products, and yield Starting materials: Clc1ccc2[nH]c(C(Cl)(Cl)Cl)nc2c1, NCc1ccccc1, [Na+], O=C([O-])O, C1CCOC1, O. Yields the product O=C(NCc1ccccc1)c1nc2cc(Cl)ccc2[nH]1. As a reaction SMILES: [Cl:1][c:2]1[cH:3][c:4]2[c:5]([nH:6][c:7]([C:9]([Cl:10])([Cl:11])[Cl:12])[n:8]2)[cH:13][cH:14]1.[NH2:15][CH2:16][c:17]1[cH:18][cH:19][cH:20][cH:21][cH:22]1.[Na+:27].[O-:23][C:24]([OH:25])=[O:26].[O:28]1[CH2:29][CH2:30][CH2:31][CH2:32]1.[OH2:33]>>[Cl:1][c:2]1[cH:3][c:4]2[c:5]([nH:6][c:7]([C:9]([NH:15][CH2:16][c:17]3[cH:18][cH:19][cH:20][cH:21][cH:22]3)=[O:23])[n:8]2)[cH:13][cH:14]1. The reactants are CC1=CC=2C(NC3=C(NC2S1)C=CC=C3)=S (2-methyl-4,9-dihydro-3-thia-4,9-diazabenzo[f]azulene-10-thione), C1(=CC=CC=C1)SCC[C@@H]1NCCNC1 ((S)-2-(2-phenylsulfanyl-ethyl)-piperazine). Solvent: N1=CC=CC=C1 (pyridine). Product: C1(=CC=CC=C1)SCC[C@H]1CN(CCN1)C1=NC2=C(NC=3SC(=CC13)C)C=CC=C2 ((S)-10-[3-(2-phenylsulfanyl-ethyl)-piperazin-1-yl]-2-methyl 4H-3-thia-4,9-diazabenzo[f]azulene). Isolated yield 15.7%. As a reaction SMILES: [CH3:1][C:2]1[S:11][C:10]2[NH:9][C:8]3[CH:12]=[CH:13][CH:14]=[CH:15][C:7]=3[NH:6][C:5](=S)[C:4]=2[CH:3]=1.[C:17]1([S:23][CH2:24][CH2:25][C@H:26]2[CH2:31][NH:30][CH2:29][CH2:28][NH:27]2)[CH:22]=[CH:21][CH:20]=[CH:19][CH:18]=1>N1C=CC=CC=1>[C:17]1([S:23][CH2:24][CH2:25][C@@H:26]2[NH:27][CH2:28][CH2:29][N:30]([C:5]3[C:4]4[CH:3]=[C:2]([CH3:1])[S:11][C:10]=4[NH:9][C:8]4[CH:12]=[CH:13][CH:14]=[CH:15][C:7]=4[N:6]=3)[CH2:31]2)[CH:18]=[CH:19][CH:20]=[CH:21][CH:22]=1. Procedure details: Combine 2-methyl-4,9-dihydro-3-thia-4,9-diazabenzo[f]azulene-10-thione (0.455 g, 1.85 mmol), (S)-2-(2-phenylsulfanyl-ethyl)-piperazine (0.411, 1.85 mmol) and pyridine (5 mL) and reflux for 36 hours. Evaporate the mixture and apply the material to 10 g of SCX, then elute with methanol followed by 5% 2N ammonia-methanol in dichloromethane and then 2N ammonia-methanol. Purification by flash chromatography, eluting with a step gradient starting with dichloromethane going to 7% 2N ammonia-methanol in... The reactants are CCOC(=O)C1CC(OS(C)(=O)=O)CC1COc1ccc(F)cc1, Fc1ccc(S)c(Cl)c1. Product: CCOC(=O)C1CC(Sc2ccc(F)cc2Cl)CC1COc1ccc(F)cc1. As a reaction SMILES: [CH2:1]([CH3:2])[O:3][C:4](=[O:5])[CH:6]1[CH:7]([CH2:16][O:17][c:18]2[cH:19][cH:20][c:21]([F:24])[cH:22][cH:23]2)[CH2:8][CH:9]([O:11][S:12]([CH3:13])(=[O:14])=[O:15])[CH2:10]1.[Cl:25][c:26]1[c:27]([SH:33])[cH:28][cH:29][c:30]([F:32])[cH:31]1>>[CH2:1]([CH3:2])[O:3][C:4](=[O:5])[CH:6]1[CH:7]([CH2:16][O:17][c:18]2[cH:19][cH:20][c:21]([F:24])[cH:22][cH:23]2)[CH2:8][CH:9]([S:33][c:27]2[c:26]([Cl:25])[cH:31][c:30]([F:32])[cH:29][cH:28]2)[CH2:10]1. Starting materials: ClC1=CC=C(C(=O)C2=CC(=C(C=C2)OC)OC)C=C1 (4-Chloro-3',4'-dimethoxy benzophenone), sodium tert.-amylate, C(C)(=O)N1CCOCC1 (acetyl morpholine). Solvent: C1(=CC=CC=C1)C (toluene). Reaction conditions: temperature 50 celsius. Product: ClC1=CC=C(C=C1)C(=CC(=O)N1CCOCC1)C1=CC(=C(C=C1)OC)OC (3-(4-Chlorophenyl)-3-(3,4-dimethoxyphenyl)acrylic acid morpholide). RXN SMILES: [Cl:1][C:2]1[CH:19]=[CH:18][C:5]([C:6]([C:8]2[CH:13]=[CH:12][C:11]([O:14][CH3:15])=[C:10]([O:16][CH3:17])[CH:9]=2)=O)=[CH:4][CH:3]=1.[C:20]([N:23]1[CH2:28][CH2:27][O:26][CH2:25][CH2:24]1)(=[O:22])[CH3:21]>C1(C)C=CC=CC=1>[Cl:1][C:2]1[CH:19]=[CH:18][C:5]([C:6]([C:8]2[CH:13]=[CH:12][C:11]([O:14][CH3:15])=[C:10]([O:16][CH3:17])[CH:9]=2)=[CH:21][C:20]([N:23]2[CH2:28][CH2:27][O:26][CH2:25][CH2:24]2)=[O:22])=[CH:4][CH:3]=1. Procedure details: 4-Chloro-3',4'-dimethoxy benzophenone (6.29 g, 25 mmol), sodium tert.-amylate (5.50 g, 50 mmol), acetyl morpholine (23.90 g, 185 mmol), and anhydrous toluene (50 ml) were stirred under reflux for 8 hours. After cooling, the solution was washed twice with water, dried, and the toluene distilled off on a rotary evaporator. The viscous residue was stirred at 50° C. with diisopropyl ether (40 ml), whereupon the substance solidified. After it had cooled to room temperature, the crude product was crus...